This data is from the Open Reaction Database (ORD), a public repository of structured organic reaction records. The task is: describe an organic reaction: reactants, conditions, products, and yield Reactants: Cl (HCl), ClC1=C(C=O)C=CC(=C1)C1CC1 (2-chloro-4-cyclopropyl-benzaldehyde), FC(C=1C=C(C=CC1)CCN)(F)F (2-(3-trifluoromethyl-phenyl)-ethylamine), [BH4-].[Na+] (NaBH4). Run in CO (methanol). Reaction conditions: time 12 hour. Yields the product ClC1=C(CNCCC2=CC(=CC=C2)C(F)(F)F)C=CC(=C1)C1CC1 ((2-chloro-4-cyclopropyl-benzyl)-[2-(3-trifluoromethyl-phenyl)-ethyl]-amine). As a reaction SMILES: [Cl:1][C:2]1[CH:9]=[C:8]([CH:10]2[CH2:12][CH2:11]2)[CH:7]=[CH:6][C:3]=1[CH:4]=O.[F:13][C:14]([F:25])([F:24])[C:15]1[CH:16]=[C:17]([CH2:21][CH2:22][NH2:23])[CH:18]=[CH:19][CH:20]=1.[BH4-].[Na+].Cl>CO>[Cl:1][C:2]1[CH:9]=[C:8]([CH:10]2[CH2:12][CH2:11]2)[CH:7]=[CH:6][C:3]=1[CH2:4][NH:23][CH2:22][CH2:21][C:17]1[CH:18]=[CH:19][CH:20]=[C:15]([C:14]([F:13])([F:24])[F:25])[CH:16]=1 |f:2.3|. Procedure: 0.927 g of 2-chloro-4-cyclopropyl-benzaldehyde (5.37 mmol) and 1.52 g 2-(3-trifluoromethyl-phenyl)-ethylamine (8.05 mmol) were dissolved in 15 ml methanol and refluxed for 2 h. After cooling down to rt, the reaction mixture was treated in portions with 305 mg NaBH4, stirred at rt for 10 min and 12 h under reflux. The reaction mixture was then cooled to rt, treated with 1 ml 1N HCl and concentrated in vacuo. The resulting oil was then diluted with EtOAc, washed with water and brine, dried over ma... The reactants are O=C1CCC(=O)N1Br, ClC(Cl)(Cl)Cl, [O-][Cl+3]([O-])([O-])O, [Na+], O=C([O-])O, N#CCc1ccsc1. Product: N#CCc1ccsc1Br. RXN SMILES: [Br:6][N:7]1[C:8](=[O:9])[CH2:10][CH2:11][C:12]1=[O:13].[C:27]([Cl:28])([Cl:29])([Cl:30])[Cl:31].[Cl+3:1]([OH:2])([O-:3])([O-:4])[O-:5].[Na+:26].[O-:22][C:23]([OH:24])=[O:25].[s:14]1[cH:15][c:16]([CH2:19][C:20]#[N:21])[cH:17][cH:18]1>>[Br:6][c:15]1[s:14][cH:18][cH:17][c:16]1[CH2:19][C:20]#[N:21]. Starting materials: CC1=NC(=NO1)C1=C(N=C(S1)N)C1=CC=CC=C1 (5-(5-methyl-[1,2,4]oxadiazol-3-yl)-4-phenyl-thiazol-2-ylamine), S1C=C(C=C1)C(=O)Cl (thiophene-3-carbonyl chloride). The product is CC1=NC(=NO1)C1=C(N=C(S1)NC(=O)C1=CSC=C1)C1=CC=CC=C1 (Thiophene-3-carboxylic acid [5-(5-methyl-[1,2,4]oxadiazol-3-yl)-4-phenyl-thiazol-2-yl]-amide). RXN SMILES: [CH3:1][C:2]1[O:6][N:5]=[C:4]([C:7]2[S:11][C:10]([NH2:12])=[N:9][C:8]=2[C:13]2[CH:18]=[CH:17][CH:16]=[CH:15][CH:14]=2)[N:3]=1.[S:19]1[CH:23]=[CH:22][C:21]([C:24](Cl)=[O:25])=[CH:20]1>>[CH3:1][C:2]1[O:6][N:5]=[C:4]([C:7]2[S:11][C:10]([NH:12][C:24]([C:21]3[CH:22]=[CH:23][S:19][CH:20]=3)=[O:25])=[N:9][C:8]=2[C:13]2[CH:14]=[CH:15][CH:16]=[CH:17][CH:18]=2)[N:3]=1. Procedure: Prepared from 5-(5-methyl-[1,2,4]oxadiazol-3-yl)-4-phenyl-thiazol-2-ylamine and thiophene-3-carbonyl chloride. Starting materials: [H-].[H-].[H-].[H-].[Li+].[Al+3] (LiAlH4), CON(C(=O)[C@@H]1N(CCCC1)C(=O)OC(C)(C)C)C ((R)-tert-butyl 2-(methoxy(methyl)carbamoyl)piperidine-1-carboxylate). The solvent is CCOCC (ether). Reaction conditions: time 30 minute. Yields the product C(=O)[C@@H]1N(CCCC1)C(=O)OC(C)(C)C ((R)-tert-butyl 2-formylpiperidine-1-carboxylate). The yield is 95.3%. Reaction SMILES: [H-].[H-].[H-].[H-].[Li+].[Al+3].CON(C)[C:10]([C@H:12]1[CH2:17][CH2:16][CH2:15][CH2:14][N:13]1[C:18]([O:20][C:21]([CH3:24])([CH3:23])[CH3:22])=[O:19])=[O:11]>CCOCC>[CH:10]([C@H:12]1[CH2:17][CH2:16][CH2:15][CH2:14][N:13]1[C:18]([O:20][C:21]([CH3:24])([CH3:23])[CH3:22])=[O:19])=[O:11] |f:0.1.2.3.4.5|. Procedure details: LiAlH4 (110 mg, 2.89 mmol) was added in portions to a 0° C. solution of (R)-tert-butyl 2-(methoxy(methyl)carbamoyl)piperidine-1-carboxylate (525 mg, 1.93 mmol) in ether (9 mL). The reaction mixture was then stirred at rt for 30 min. The reaction mixture was cooled to 0° C. and carefully quenched by dropwise addition of aqueous 5% KHSO4 (10 mL). The mixture was then extracted with ether (2×15 mL). The organic extracts were combined, washed with 10% aqueous citric acid, 5% aqueous NaHCO3 and satur... Starting materials: COc1cccc(C(=O)CC#N)c1, Cc1ccccc1, NC(=Nc1ccccc1)c1ccccc1. Product: COc1cccc(C(=O)C(C#N)=CNc2ccccc2)c1. RXN SMILES: [CH3:1][O:2][c:3]1[cH:4][c:5]([C:6](=[O:7])[CH2:8][C:9]#[N:10])[cH:11][cH:12][cH:13]1.[CH3:29][c:30]1[cH:31][cH:32][cH:33][cH:34][cH:35]1.[c:14]1([N:20]=[C:21]([c:22]2[cH:23][cH:24][cH:25][cH:26][cH:27]2)[NH2:28])[cH:15][cH:16][cH:17][cH:18][cH:19]1>>[CH3:1][O:2][c:3]1[cH:4][c:5]([C:6](=[O:7])[C:8]([C:9]#[N:10])=[CH:21][NH:20][c:14]2[cH:15][cH:16][cH:17][cH:18][cH:19]2)[cH:11][cH:12][cH:13]1. Starting materials: COC(=O)Cn1c(Br)c(C2CCCCC2)c2sc(C(=O)OC(C)(C)C)cc21, O=C([O-])[O-], CCOC(C)=O, O=Cc1ccccc1B(O)O, [Na+], [Na+], C1COCCO1, Cl[Pd]Cl, c1ccc(P(c2ccccc2)c2ccccc2)cc1, c1ccc(P(c2ccccc2)c2ccccc2)cc1. Product: COC(=O)Cn1c(-c2ccccc2C=O)c(C2CCCCC2)c2sc(C(=O)OC(C)(C)C)cc21. As a reaction SMILES: [Br:1][c:2]1[c:3]([CH:22]2[CH2:23][CH2:24][CH2:25][CH2:26][CH2:27]2)[c:4]2[c:5]([n:6]1[CH2:7][C:8](=[O:9])[O:10][CH3:11])[cH:12][c:13]([C:15](=[O:16])[O:17][C:18]([CH3:19])([CH3:20])[CH3:21])[s:14]2.[C:39](=[O:40])([O-:41])[O-:42].[CH3:51][CH2:52][O:53][C:54]([CH3:55])=[O:56].[CH:28](=[O:29])[c:30]1[c:31]([B:36]([OH:37])[OH:38])[cH:32][cH:33][cH:34][cH:35]1.[Na+:43].[Na+:44].[O:45]1[CH2:46][CH2:47][O:48][CH2:49][CH2:50]1.[Pd:57]([Cl:58])[Cl:59].[c:60]1([P:61]([c:62]2[cH:63][cH:64][cH:65][cH:66][cH:67]2)[c:68]2[cH:69][cH:70][cH:71][cH:72][cH:73]2)[cH:74][cH:75][cH:76][cH:77][cH:78]1.[c:79]1([P:80]([c:81]2[cH:82][cH:83][cH:84][cH:85][cH:86]2)[c:87]2[cH:88][cH:89][cH:90][cH:91][cH:92]2)[cH:93][cH:94][cH:95][cH:96][cH:97]1>>[c:2]1(-[c:31]2[c:30]([CH:28]=[O:29])[cH:35][cH:34][cH:33][cH:32]2)[c:3]([CH:22]2[CH2:23][CH2:24][CH2:25][CH2:26][CH2:27]2)[c:4]2[c:5]([n:6]1[CH2:7][C:8](=[O:9])[O:10][CH3:11])[cH:12][c:13]([C:15](=[O:16])[O:17][C:18]([CH3:19])([CH3:20])[CH3:21])[s:14]2. Reactants: [N+](=O)(O)[O-] (nitric acid), S(O)(O)(=O)=O (sulfuric acid), OS(=O)(=O)O.O=S(=O)=O (oleum), [N+](=O)([O-])C1=C(C=CC(=C1)C(C)(C)C)OC (2-nitro-4-tertbutylanisole). The product is [N+](=O)([O-])C1=C(C(=CC(=C1)C(C)(C)C)[N+](=O)[O-])OC (2,6-dinitro-4-tertbutylanisole). Reaction SMILES: [N+:1]([C:4]1[CH:9]=[C:8]([C:10]([CH3:13])([CH3:12])[CH3:11])[CH:7]=[CH:6][C:5]=1[O:14][CH3:15])([O-:3])=[O:2].[N+:16]([O-])([OH:18])=[O:17].S(=O)(=O)(O)O.OS(O)(=O)=O.O=S(=O)=O>>[N+:1]([C:4]1[CH:9]=[C:8]([C:10]([CH3:12])([CH3:11])[CH3:13])[CH:7]=[C:6]([N+:16]([O-:18])=[O:17])[C:5]=1[O:14][CH3:15])([O-:3])=[O:2] |f:3.4|. Procedure details: reacting 2-nitro-4-tertbutylanisole with an acid mixture of nitric acid, sulfuric acid and oleum to produce 2,6-dinitro-4-tertbutylanisole; and